This data is from the Open Reaction Database (ORD), a public repository of structured organic reaction records. The task is: describe an organic reaction: reactants, conditions, products, and yield Procedure: Example 151 was prepared from 3,3-diphenylpropanoic acid and N-{3-[1-(3-aminopropyl)-4-piperidinyl]phenyl}cyclopropane carboxamide according to the procedures described in Scheme 9: ESMS m/e: 510.4 (M+H)+. Starting materials: C1(=CC=CC=C1)C(CC(=O)O)C1=CC=CC=C1 (3,3-diphenylpropanoic acid), NCCCN1CCC(CC1)C=1C=C(C=CC1)NC(=O)C1CC1 (N-{3-[1-(3-aminopropyl)-4-piperidinyl]phenyl}cyclopropane carboxamide). Product: C1(=CC=CC=C1)C(CC(=O)NCCCN1CCC(CC1)C=1C=C(C=CC1)NC(=O)C1CC1)C1=CC=CC=C1 (N-[3-(1-{3-[(3,3-DIPHENYLPROPANOYL)AMINO]PROPYL}-4-PIPERIDINYL)PHENYL]CYCLOPROPANECARBOXAMIDE). Reaction SMILES: [C:1]1([CH:7]([C:12]2[CH:17]=[CH:16][CH:15]=[CH:14][CH:13]=2)[CH2:8][C:9]([OH:11])=O)[CH:6]=[CH:5][CH:4]=[CH:3][CH:2]=1.[NH2:18][CH2:19][CH2:20][CH2:21][N:22]1[CH2:27][CH2:26][CH:25]([C:28]2[CH:29]=[C:30]([NH:34][C:35]([CH:37]3[CH2:39][CH2:38]3)=[O:36])[CH:31]=[CH:32][CH:33]=2)[CH2:24][CH2:23]1>>[C:12]1([CH:7]([C:1]2[CH:2]=[CH:3][CH:4]=[CH:5][CH:6]=2)[CH2:8][C:9]([NH:18][CH2:19][CH2:20][CH2:21][N:22]2[CH2:27][CH2:26][CH:25]([C:28]3[CH:29]=[C:30]([NH:34][C:35]([CH:37]4[CH2:39][CH2:38]4)=[O:36])[CH:31]=[CH:32][CH:33]=3)[CH2:24][CH2:23]2)=[O:11])[CH:17]=[CH:16][CH:15]=[CH:14][CH:13]=1. Starting materials: COC(=O)c1ccc(OC)c(S(=O)(=O)N2CCOCC2)c1, CO, Cl, [Na+], [OH-]. Product: COc1ccc(C(=O)O)cc1S(=O)(=O)N1CCOCC1. Reaction SMILES: [CH3:1][O:2][c:3]1[c:4]([S:13](=[O:14])(=[O:15])[N:16]2[CH2:17][CH2:18][O:19][CH2:20][CH2:21]2)[cH:5][c:6]([C:7](=[O:8])[O:9][CH3:10])[cH:11][cH:12]1.[CH3:25][OH:26].[ClH:24].[Na+:23].[OH-:22]>>[CH3:1][O:2][c:3]1[c:4]([S:13](=[O:14])(=[O:15])[N:16]2[CH2:17][CH2:18][O:19][CH2:20][CH2:21]2)[cH:5][c:6]([C:7](=[O:8])[OH:9])[cH:11][cH:12]1.